From a dataset of the Open Reaction Database (ORD), a public repository of structured organic reaction records. describe an organic reaction: reactants, conditions, products, and yield Reported procedure: To 1.5 g (3.6 mmole) of N-(4-trifluoromethylphenyl)-3-(4-propoxyphenyl)-4-methylamino-4,5,-dihydro-1H-pyrazole-1-carboxamide (Example 434) dissolved in 10 ml of methanol and 5 ml of tetrahydrofuran was added 0.15 g (2.4 mmole) of sodium cyanoborohydride and 0.2 g (4.3 mmole) of acetaldehyde. To this stirred solution was dropwise added 0.6 g (9.5 mmole) of acetic acid dissolved in 3 ml of methanol. After 30 minutes, the reaction was concentrated in vacuo, dissolved in 50 ml of diethyl ether, wash... Reaction SMILES: [F:1][C:2]([F:30])([F:29])[C:3]1[CH:8]=[CH:7][C:6]([NH:9][C:10]([N:12]2[CH2:16][CH:15]([NH:17][CH3:18])[C:14]([C:19]3[CH:24]=[CH:23][C:22]([O:25][CH2:26][CH2:27][CH3:28])=[CH:21][CH:20]=3)=[N:13]2)=[O:11])=[CH:5][CH:4]=1.C([BH3-])#N.[Na+].[CH:35](=O)[CH3:36].C(O)(=O)C>CO.O1CCCC1>[F:30][C:2]([F:1])([F:29])[C:3]1[CH:8]=[CH:7][C:6]([NH:9][C:10]([N:12]2[CH2:16][CH:15]([N:17]([CH2:35][CH3:36])[CH3:18])[C:14]([C:19]3[CH:24]=[CH:23][C:22]([O:25][CH2:26][CH2:27][CH3:28])=[CH:21][CH:20]=3)=[N:13]2)=[O:11])=[CH:5][CH:4]=1 |f:1.2|. Yield: 86.7%. The product is FC(C1=CC=C(C=C1)NC(=O)N1N=C(C(C1)N(C)CC)C1=CC=C(C=C1)OCCC)(F)F (N-(4-trifluoromethylphenyl)-3-(4-propoxyphenyl)-4-(N-ethyl-N-methylamino)-4,5,-dihydro-1H-pyrazole-1-carboxamide). Solvent: CO (methanol), O1CCCC1 (tetrahydrofuran), CO (methanol). Conditions: time 30 minute. Reactants: C(C)(=O)O (acetic acid), FC(C1=CC=C(C=C1)NC(=O)N1N=C(C(C1)NC)C1=CC=C(C=C1)OCCC)(F)F (N-(4-trifluoromethylphenyl)-3-(4-propoxyphenyl)-4-methylamino-4,5,-dihydro-1H-pyrazole-1-carboxamide), C(#N)[BH3-].[Na+] (sodium cyanoborohydride), C(C)=O (acetaldehyde). The reactants are CC1=CC=2C3=C(N(C2C=C1)CC(O)C1=CC=NC=C1)CCNC3 (2-(8-methyl-1,2,3,4-tetrahydro-pyrido[4,3-b]indol-5-yl)-1-pyridin-4-yl-ethanol), C([O-])([O-])=O.[K+].[K+] (potassium carbonate), C(C)OC(CBr)=O (bromo-acetic acid ethyl ester). Run in C(C)#N (acetonitrile), O (water). Reaction conditions: time 1 hour. Yields the product C(C)OC(CN1CC2=C(N(C=3C=CC(=CC23)C)CC(C2=CC=NC=C2)O)CC1)=O ([5-(2-hydroxy-2-pyridin-4-yl-ethyl)-8-methyl-1,3,4,5-tetrahydro-pyrido[4,3-b]indol-2-yl]-acetic acid ethyl ester). The yield is 85.9%. Reaction SMILES: [CH3:1][C:2]1[CH:10]=[CH:9][C:8]2[N:7]([CH2:11][CH:12]([C:14]3[CH:19]=[CH:18][N:17]=[CH:16][CH:15]=3)[OH:13])[C:6]3[CH2:20][CH2:21][NH:22][CH2:23][C:5]=3[C:4]=2[CH:3]=1.C(=O)([O-])[O-].[K+].[K+].[CH2:30]([O:32][C:33](=[O:36])[CH2:34]Br)[CH3:31]>C(#N)C.O>[CH2:30]([O:32][C:33](=[O:36])[CH2:34][N:22]1[CH2:21][CH2:20][C:6]2[N:7]([CH2:11][CH:12]([OH:13])[C:14]3[CH:19]=[CH:18][N:17]=[CH:16][CH:15]=3)[C:8]3[CH:9]=[CH:10][C:2]([CH3:1])=[CH:3][C:4]=3[C:5]=2[CH2:23]1)[CH3:31] |f:1.2.3|. Reported procedure: To a solution of 2-(8-methyl-1,2,3,4-tetrahydro-pyrido[4,3-b]indol-5-yl)-1-pyridin-4-yl-ethanol (200 mg, 0.651 mmol) in acetonitrile (4 mL), potassium carbonate (270 mg, 1.953 mmol) and bromo-acetic acid ethyl ester (163 mg, 0.977 mmol) were added and the reaction mixture was stirred at RT for 1 h. The progress of reaction was monitored by TLC and LCMS. The reaction mixture was diluted with water (10 mL) and extracted with EtOAc (3×30 mL). The combined organic layer was dried over anhydrous sodi... Reactants: O=C([O-])[O-], CC(C)(C)c1cc(Cl)ccc1O, C=CCBr, C=CCOCC=C, [K+], [K+], Cc1cc(C)cc(C)c1. The product is C=CCc1cc(Cl)cc(C(C)(C)C)c1O. As a reaction SMILES: [C:17](=[O:18])([O-:19])[O-:20].[C:1]([CH3:2])([CH3:3])([CH3:4])[c:5]1[c:6]([OH:12])[cH:7][cH:8][c:9]([Cl:11])[cH:10]1.[CH2:13]([CH:14]=[CH2:15])[Br:16].[CH2:23]([O:24][CH2:25][CH:26]=[CH2:27])[CH:28]=[CH2:29].[K+:21].[K+:22].[c:30]1([CH3:31])[cH:32][c:33]([CH3:34])[cH:35][c:36]([CH3:37])[cH:38]1>>[C:1]([CH3:2])([CH3:3])([CH3:4])[c:5]1[c:6]([OH:12])[c:7]([CH2:15][CH:14]=[CH2:13])[cH:8][c:9]([Cl:11])[cH:10]1. The reactants are C(C)OC(=O)C=1N(N=C(C1C)C1=CC=C(C=C1)Cl)C (5-(4-chloro-phenyl)-2,4-dimethyl-2H-pyrazole-3-carboxylic acid ethyl ester), [H-].[Al+3].[Li+].[H-].[H-].[H-] (lithium aluminium hydride). The product is ClC1=CC=C(C=C1)C=1C(=C(N(N1)C)CO)C ([5-(4-chloro-phenyl)-2,4-dimethyl-2H-pyrazol-3-yl]-methanol). RXN SMILES: C([O:3][C:4]([C:6]1[N:7]([CH3:19])[N:8]=[C:9]([C:12]2[CH:17]=[CH:16][C:15]([Cl:18])=[CH:14][CH:13]=2)[C:10]=1[CH3:11])=O)C.[H-].[Al+3].[Li+].[H-].[H-].[H-]>>[Cl:18][C:15]1[CH:14]=[CH:13][C:12]([C:9]2[C:10]([CH3:11])=[C:6]([CH2:4][OH:3])[N:7]([CH3:19])[N:8]=2)=[CH:17][CH:16]=1 |f:1.2.3.4.5.6|. Reported procedure: In analogy to the procedure described for example 1 a], 5-(4-chloro-phenyl)-2,4-dimethyl-2H-pyrazole-3-carboxylic acid ethyl ester was reduced with lithium aluminium hydride to give [5-(4-chloro-phenyl)-2,4-dimethyl-2H-pyrazol-3-yl]-methanol as colorless crystals. The reactants are FC1=C(C=C(C=C1)OC)C1=CC(=C(C=C1)O)C(CC(C)(C)C)OC (2′-fluoro-5′-methoxy-3-(1-methoxy-3,3-dimethylbutyl)-[1,1′-biphenyl]-4-ol), C1(=CC=CC=C1)P(C1=CC=CC=C1)C1=CC=CC=C1 (triphenylphosphine), C1(CC1)C(CC(=O)OCC)C1=CC(=CC=C1)CO (ethyl 3-cyclopropyl-3-(3-(hydroxymethyl)phenyl)propanoate), solution, N(=NC(=O)OCC)C(=O)OCC (diethyl azodicarboxylate). Run in C1CCOC1 (THF), C1(=CC=CC=C1)C (toluene). The product is C1(CC1)C(CC(=O)OCC)C1=CC(=CC=C1)COC1=C(C=C(C=C1)C1=C(C=CC(=C1)OC)F)C(CC(C)(C)C)OC (ethyl 3-cyclopropyl-3-(3-(((2′-fluoro-5′-methoxy-3-(1-methoxy-3,3-dimethylbutyl)-[1,1′-biphenyl]-4-yl)oxy)methyl)phenyl)propanoate). Isolated yield 78.4%. Reaction SMILES: [F:1][C:2]1[CH:7]=[CH:6][C:5]([O:8][CH3:9])=[CH:4][C:3]=1[C:10]1[CH:15]=[CH:14][C:13]([OH:16])=[C:12]([CH:17]([O:23][CH3:24])[CH2:18][C:19]([CH3:22])([CH3:21])[CH3:20])[CH:11]=1.C1(P(C2C=CC=CC=2)C2C=CC=CC=2)C=CC=CC=1.[CH:44]1([CH:47]([C:54]2[CH:59]=[CH:58][CH:57]=[C:56]([CH2:60]O)[CH:55]=2)[CH2:48][C:49]([O:51][CH2:52][CH3:53])=[O:50])[CH2:46][CH2:45]1.N(C(OCC)=O)=NC(OCC)=O>C1COCC1.C1(C)C=CC=CC=1>[CH:44]1([CH:47]([C:54]2[CH:59]=[CH:58][CH:57]=[C:56]([CH2:60][O:16][C:13]3[CH:14]=[CH:15][C:10]([C:3]4[CH:4]=[C:5]([O:8][CH3:9])[CH:6]=[CH:7][C:2]=4[F:1])=[CH:11][C:12]=3[CH:17]([O:23][CH3:24])[CH2:18][C:19]([CH3:20])([CH3:21])[CH3:22])[CH:55]=2)[CH2:48][C:49]([O:51][CH2:52][CH3:53])=[O:50])[CH2:46][CH2:45]1. Procedure details: To a solution of 2′-fluoro-5′-methoxy-3-(1-methoxy-3,3-dimethylbutyl)-[1,1′-biphenyl]-4-ol (290 mg) in THF (5.0 mL) were added triphenylphosphine (343 mg), ethyl 3-cyclopropyl-3-(3-(hydroxymethyl)phenyl)propanoate (325 mg) and a 40% solution of diethyl azodicarboxylate in toluene (600 μL), and the reaction mixture was stirred at room temperature for 2 hr. The reaction mixture was concentrated under reduced pressure and the residue was purified by silica gel column chromatography (ethyl acetate/h... Reactants: BrN1C(CCC1=O)=O (N-bromo-succinimide), C([O-])(O)=O.[Na+] (sodium bicarbonate), C([O-])(O)=O.[Na+] (sodium bicarbonate), [N+](=O)([O-])C=1C=C2C=CC=NC2=CC1 (6-nitroquinoline), ice, C(C)(=O)OCC (ethyl acetate). Solvent: S(O)(O)(=O)=O (sulfuric acid). Run at temperature 60 celsius, time 8 hour. The product is BrC=1C=C(C=C2C=CC=NC12)[N+](=O)[O-] (8-bromo-6-nitroquinoline). Isolated yield 35.2%. RXN SMILES: [N+:1]([C:4]1[CH:5]=[C:6]2[C:11](=[CH:12][CH:13]=1)[N:10]=[CH:9][CH:8]=[CH:7]2)([O-:3])=[O:2].[Br:14]N1C(=O)CCC1=O.C(=O)(O)[O-].[Na+].C(OCC)(=O)C>S(=O)(=O)(O)O>[Br:14][C:12]1[CH:13]=[C:4]([N+:1]([O-:3])=[O:2])[CH:5]=[C:6]2[C:11]=1[N:10]=[CH:9][CH:8]=[CH:7]2 |f:2.3|. Reported procedure: To a flask containing 6-nitroquinoline (4 g, 23 mmol) in sulfuric acid (20 ml) was added N-bromo-succinimide (5.31 g, 29.9 mmol). The mixture was heated to 60° C. (oil bath) for 6 hours and then stored in a freezer overnight. The crude reaction mixture was poured into a beaker containing ice (250 ml). The material was basified by adding first solid sodium bicarbonate and then a saturated solution of sodium bicarbonate (to a pH of about 10). During this procedure ethyl acetate (60 ml) was also ad...